Dataset: the Open Reaction Database (ORD), a public repository of structured organic reaction records. Task: describe an organic reaction: reactants, conditions, products, and yield Starting materials: N1(C(=N[C@](C(S1(=O)=O)=C)(C)c1scc(n1)NC(c1ccc(cn1)OC(F)F)=O)NC(OC(C)(C)C)=O)C. Reagents/catalysts: c1ccc(cc1)-c2c3ccccc3cc4ccccc24 (9-Phenylanthracene), PtO2. Solvent: CC(C)O (IPA). Conditions: temperature 50 celsius, time 18 hour. The product is C[C@@H]1[C@](C)(N=C(NC(=O)OC(C)(C)C)N(C)S1(=O)=O)c2nc(NC(=O)c3ccc(OC(F)F)cn3)cs2. As a reaction SMILES: [CH3:1][N:2]1[S:9](=[O:11])(=[O:10])[C:7](=[CH2:8])[C@:5]([c:12]2[s:29][cH:28][c:14]([NH:15][C:16]([c:18]3[n:27][cH:26][c:21]([O:22][CH:23]([F:25])[F:24])[cH:20][cH:19]3)=[O:17])[n:13]2)([CH3:6])[N:4]=[C:3]1[NH:30][C:31]([O:33][C:34]([CH3:37])([CH3:36])[CH3:35])=[O:32]>>[CH3:8][C@H:7]1[S:9](=[O:11])(=[O:10])[N:2]([CH3:1])[C:3]([NH:30][C:31]([O:33][C:34]([CH3:37])([CH3:36])[CH3:35])=[O:32])=[N:4][C@@:5]1([c:12]2[s:29][cH:28][c:14]([NH:15][C:16]([c:18]3[n:27][cH:26][c:21]([O:22][CH:23]([F:25])[F:24])[cH:20][cH:19]3)=[O:17])[n:13]2)[CH3:6].